From a dataset of the Open Reaction Database (ORD), a public repository of structured organic reaction records. describe an organic reaction: reactants, conditions, products, and yield Reactants: ClC1=CC=C(C=C1)C(=O)NNC(=O)NCC(=O)OCC (Ethyl N-({2-[(4-chlorophenyl)carbonyl]hydrazinyl}carbonyl)glycinate), [OH-].[Na+] (sodium hydroxide), Cl (hydrochloric acid). The product is ClC1=CC=C(C=C1)C1=NNC(N1CC(=O)O)=O ([3-(4-Chlorophenyl)-5-oxo-1,5-dihydro-4H-1,2,4-triazol-4-yl]acetic acid). Reaction SMILES: [Cl:1][C:2]1[CH:7]=[CH:6][C:5]([C:8]([NH:10][NH:11][C:12]([NH:14][CH2:15][C:16]([O:18]CC)=[O:17])=[O:13])=O)=[CH:4][CH:3]=1.[OH-].[Na+].Cl>>[Cl:1][C:2]1[CH:7]=[CH:6][C:5]([C:8]2[N:14]([CH2:15][C:16]([OH:18])=[O:17])[C:12](=[O:13])[NH:11][N:10]=2)=[CH:4][CH:3]=1 |f:1.2|. Reported procedure: Of the compound from Example 1A, 21.43 g (67.93 mmol) were admixed with 91 ml of a 3N aqueous sodium hydroxide solution and heated at reflux overnight. After cooling to RT, the mixture was adjusted to a pH of 1 by slow addition of approximately 20% strength hydrochloric acid. The precipitated solid was isolated by filtration, washed with water and dried at 60° C. under reduced pressure. Yield: 17.55 g (90% of theory, approximately 88% purity). Starting materials: C1(CC1)C1=NOC(=N1)C1CNCC(C1)C1=CC=C(C=C1)C(F)(F)F (3-(3-Cyclopropyl-1,2,4-oxadiazol-5-yl)-5-[4-(trifluoromethyl)phenyl]piperidine), CN(C1(CC1)C(=O)O)C (1-(dimethylamino)cyclopropanecarboxylic acid). Yields the product C1(CC1)C1=NOC(=N1)C1CN(CC(C1)C1=CC=C(C=C1)C(F)(F)F)C(=O)C1(CC1)N(C)C ({3-(3-Cyclopropyl-1,2,4-oxadiazol-5-yl)-5-[4-(trifluoromethyl)phenyl]piperidin-1-yl}[1-(dimethyl-amino)cyclopropyl]methanone). As a reaction SMILES: [CH:1]1([C:4]2[N:8]=[C:7]([CH:9]3[CH2:14][CH:13]([C:15]4[CH:20]=[CH:19][C:18]([C:21]([F:24])([F:23])[F:22])=[CH:17][CH:16]=4)[CH2:12][NH:11][CH2:10]3)[O:6][N:5]=2)[CH2:3][CH2:2]1.[CH3:25][N:26]([CH3:33])[C:27]1([C:30](O)=[O:31])[CH2:29][CH2:28]1>>[CH:1]1([C:4]2[N:8]=[C:7]([CH:9]3[CH2:14][CH:13]([C:15]4[CH:16]=[CH:17][C:18]([C:21]([F:23])([F:22])[F:24])=[CH:19][CH:20]=4)[CH2:12][N:11]([C:30]([C:27]4([N:26]([CH3:33])[CH3:25])[CH2:29][CH2:28]4)=[O:31])[CH2:10]3)[O:6][N:5]=2)[CH2:2][CH2:3]1. Procedure details: 100 mg (0.30 mmol) of the compound from Example 183A and 42 mg (0.33 mmol) of 1-(dimethylamino)cyclopropanecarboxylic acid were reacted according to the General Method 7. Yield: 120 mg (90% of theory)